This data is from the Open Reaction Database (ORD), a public repository of structured organic reaction records. The task is: describe an organic reaction: reactants, conditions, products, and yield Reported procedure: 36.6 g (0.1 mol) of 2,2-bis-(3,5-dichloro-4-hydroxyphenyl)-propane are suspended in 500 ml of water and 400 ml of methylene chloride. After cooling to about 0° to 3° C, 20 ml (0.4 mol) of cyanogen chloride are added. A solution of 10.6 g of Na2CO3 in 50 ml of water is added dropwise over the course of 90 minutes, with vigorous stirring, in such a way that the pH value of the reaction mixture is constantly kept in the range between 7.5 and 8.5. Thereafter, 1 N NaOH is added in such a way that a p... Solvent: O (water), O (water), C(Cl)Cl (methylene chloride). The reactants are C(=O)([O-])[O-].[Na+].[Na+] (Na2CO3), ClC=1C=C(C=C(C1O)Cl)C(C)(C)C1=CC(=C(C(=C1)Cl)O)Cl (2,2-bis-(3,5-dichloro-4-hydroxyphenyl)-propane), [OH-].[Na+] (NaOH), N#CCl (cyanogen chloride). Reaction SMILES: [Cl:1][C:2]1[CH:3]=[C:4]([C:10]([C:13]2[CH:18]=[C:17]([Cl:19])[C:16]([OH:20])=[C:15]([Cl:21])[CH:14]=2)([CH3:12])[CH3:11])[CH:5]=[C:6]([Cl:9])[C:7]=1[OH:8].[N:22]#[C:23]Cl.C([O-])([O-])=O.[Na+].[Na+].[OH-].[Na+]>O.C(Cl)Cl>[Cl:1][C:2]1[CH:3]=[C:4]([C:10]([C:13]2[CH:18]=[C:17]([Cl:19])[C:16]([O:20][C:23]#[N:22])=[C:15]([Cl:21])[CH:14]=2)([CH3:12])[CH3:11])[CH:5]=[C:6]([Cl:9])[C:7]=1[OH:8] |f:2.3.4,5.6|. The product is ClC=1C=C(C=C(C1O)Cl)C(C)(C)C1=CC(=C(C(=C1)Cl)OC#N)Cl (2-(3,5-dichloro-4-hydroxyphenyl)-2-(3,5-dichloro-4-cyanatophenyl)-propane). The yield is 99.7%. The reactants are C1(=CC=CC=C1)C(=C1CCNCC1)C1=CC=CC=C1 (4-(diphenylmethylene)piperidine), BrCCN1C(NC2=C1C=CC=C2)=O (1-(1-bromo-2-ethyl)-2-benzimidazolone), C(=O)([O-])[O-].[Na+].[Na+] (Na2CO3), [Na+].[I-] (NaI). Solvent: C(C(C)C)C(=O)C (Methyl isobutyl ketone). Yields the product C1(=CC=CC=C1)C(=C1CCN(CC1)CCN1C(NC2=C1C=CC=C2)=O)C2=CC=CC=C2 (1-[2-[4-(Diphenylmethylene)-1-piperidinyl]-ethyl]-1,3-dihydro-2(2H)-benzimidazolone). RXN SMILES: [C:1]1([C:7]([C:14]2[CH:19]=[CH:18][CH:17]=[CH:16][CH:15]=2)=[C:8]2[CH2:13][CH2:12][NH:11][CH2:10][CH2:9]2)[CH:6]=[CH:5][CH:4]=[CH:3][CH:2]=1.Br[CH2:21][CH2:22][N:23]1[C:27]2[CH:28]=[CH:29][CH:30]=[CH:31][C:26]=2[NH:25][C:24]1=[O:32].C([O-])([O-])=O.[Na+].[Na+].[Na+].[I-]>C(C(C)=O)C(C)C>[C:1]1([C:7]([C:14]2[CH:19]=[CH:18][CH:17]=[CH:16][CH:15]=2)=[C:8]2[CH2:9][CH2:10][N:11]([CH2:21][CH2:22][N:23]3[C:27]4[CH:28]=[CH:29][CH:30]=[CH:31][C:26]=4[NH:25][C:24]3=[O:32])[CH2:12][CH2:13]2)[CH:2]=[CH:3][CH:4]=[CH:5][CH:6]=1 |f:2.3.4,5.6|. Procedure: Methyl isobutyl ketone, 1.0 g (0.004 mole) of 4-(diphenylmethylene)piperidine, 0.96 g (0.004 mole) of 1-(1-bromo-2-ethyl)-2-benzimidazolone, 0.53 g (0.008 mole) of Na2CO3 and a few crystals of NaI are heated for 9 h at the reflux temperature. Reactants: C1CCOC1, COc1ccc(P2(=S)SP(=S)(c3ccc(OC)cc3)S2)cc1, CC(C)[Si](OCc1snnc1C(=O)Nc1ccc(F)c(Cl)c1)(C(C)C)C(C)C. The product is CC(C)[Si](OCc1snnc1C(=S)Nc1ccc(F)c(Cl)c1)(C(C)C)C(C)C. As a reaction SMILES: [CH2:51]1[O:52][CH2:53][CH2:54][CH2:55]1.[CH3:29][O:30][c:31]1[cH:32][cH:33][c:34]([P:35]2(=[S:36])[S:37][P:39]([c:40]3[cH:41][cH:42][c:43]([O:44][CH3:45])[cH:46][cH:47]3)(=[S:48])[S:38]2)[cH:49][cH:50]1.[Cl:1][c:2]1[cH:3][c:4]([NH:9][C:10](=[O:11])[c:12]2[n:13][n:14][s:15][c:16]2[CH2:17][O:18][Si:19]([CH:20]([CH3:21])[CH3:22])([CH:23]([CH3:24])[CH3:25])[CH:26]([CH3:27])[CH3:28])[cH:5][cH:6][c:7]1[F:8]>>[Cl:1][c:2]1[cH:3][c:4]([NH:9][C:10]([c:12]2[n:13][n:14][s:15][c:16]2[CH2:17][O:18][Si:19]([CH:20]([CH3:21])[CH3:22])([CH:23]([CH3:24])[CH3:25])[CH:26]([CH3:27])[CH3:28])=[S:38])[cH:5][cH:6][c:7]1[F:8]. Starting materials: CC(C)(C)ON=O, N#Cc1nn(-c2c(Cl)cc(C(F)(F)F)cc2Cl)c(N)c1-c1cc(Br)no1, C1CCOC1. Yields the product N#Cc1nn(-c2c(Cl)cc(C(F)(F)F)cc2Cl)cc1-c1cc(Br)no1. RXN SMILES: [N:27]([O:28][C:29]([CH3:30])([CH3:31])[CH3:32])=[O:33].[NH2:1][c:2]1[c:3](-[c:21]2[cH:22][c:23]([Br:26])[n:24][o:25]2)[c:4]([C:19]#[N:20])[n:5][n:6]1-[c:7]1[c:8]([Cl:18])[cH:9][c:10]([C:14]([F:15])([F:16])[F:17])[cH:11][c:12]1[Cl:13].[O:34]1[CH2:35][CH2:36][CH2:37][CH2:38]1>>[cH:2]1[c:3](-[c:21]2[cH:22][c:23]([Br:26])[n:24][o:25]2)[c:4]([C:19]#[N:20])[n:5][n:6]1-[c:7]1[c:8]([Cl:18])[cH:9][c:10]([C:14]([F:15])([F:16])[F:17])[cH:11][c:12]1[Cl:13].